describe an organic reaction: reactants, conditions, products, and yield From a dataset of the Open Reaction Database (ORD), a public repository of structured organic reaction records. Reactants: ClC1=C2C=C(N=CC2=CC(=N1)C=1C=NC=C(C1C)F)NC(OC(C)(C)C)=O (tert-butyl 5-chloro-7-(5-fluoro-4-methylpyridin-3-yl)-2,6-naphthyridin-3-ylcarbamate), CB1OB(OB(O1)C)C (trimethylboroxine), C([O-])([O-])=O.[K+].[K+] (potassium carbonate). Reagents/catalysts: CC(C)(C)P(C1=CC=C(C=C1)N(C)C)C(C)(C)C.CC(C)(C)P(C1=CC=C(C=C1)N(C)C)C(C)(C)C.Cl[Pd]Cl (bis(di-tert-butyl(4-dimethylaminophenyl)phosphine)dichloropalladium(II)). The solvent is O1CCOCC1 (dioxane), C(C)(=O)OCC (ethyl acetate). Conditions: temperature 100 celsius. Product: FC=1C(=C(C=NC1)C1=NC(=C2C=C(N=CC2=C1)NC(OC(C)(C)C)=O)C)C (tert-butyl 7-(5-fluoro-4-methylpyridin-3-yl)-5-methyl-2,6-naphthyridin-3-ylcarbamate). Isolated yield 50.4%. As a reaction SMILES: Cl[C:2]1[N:11]=[C:10]([C:12]2[CH:13]=[N:14][CH:15]=[C:16]([F:19])[C:17]=2[CH3:18])[CH:9]=[C:8]2[C:3]=1[CH:4]=[C:5]([NH:20][C:21](=[O:27])[O:22][C:23]([CH3:26])([CH3:25])[CH3:24])[N:6]=[CH:7]2.[CH3:28]B1OB(C)OB(C)O1.C(=O)([O-])[O-].[K+].[K+]>O1CCOCC1.C(OCC)(=O)C.CC(P(C(C)(C)C)C1C=CC(N(C)C)=CC=1)(C)C.CC(P(C(C)(C)C)C1C=CC(N(C)C)=CC=1)(C)C.Cl[Pd]Cl>[F:19][C:16]1[C:17]([CH3:18])=[C:12]([C:10]2[CH:9]=[C:8]3[C:3]([CH:4]=[C:5]([NH:20][C:21](=[O:27])[O:22][C:23]([CH3:26])([CH3:25])[CH3:24])[N:6]=[CH:7]3)=[C:2]([CH3:28])[N:11]=2)[CH:13]=[N:14][CH:15]=1 |f:2.3.4,7.8.9|. Reported procedure: A mixture of tert-butyl 5-chloro-7-(5-fluoro-4-methylpyridin-3-yl)-2,6-naphthyridin-3-ylcarbamate (230 mg, 0.592 mmol), trimethylboroxine (225 mg, 1.78 mmol), bis(di-tert-butyl(4-dimethylaminophenyl)phosphine)dichloropalladium(II) (42 mg, 0.059 mmol), and potassium carbonate (165 mg, 1.18 mmol) in dioxane (3 mL) was heated at 100° C. for 2 hours. The reaction mixture was diluted with ethyl acetate (75 mL) and washed with water (50 mL). The organic layer was separated, dried over sodium sulfate, ... Reactants: C(=O)NC=1SC=C(N1)C(C(=O)O)=NOCC1=CC=C(C=C1)CNC(=O)OC(C)(C)C (2-(2-Formamidothiazol-4-yl)-2-(4-tert-butoxycarbonylaminomethylbenzyloxyimino)acetic acid), P(=O)(Cl)(Cl)Cl (phosphoryl chloride), NC1[C@@H]2N(C(=CCS2)C(=O)O)C1=O (7-amino-3-cephem-4-carboxylic acid), C[Si](C)(C)CC(=O)N (trimethylsilylacetamide). Run in C(C)(=O)OCC (ethyl acetate), CN(C=O)C (N,N-dimethylformamide). Yields the product C(=O)NC=1SC=C(N1)C(C(=O)NC1[C@@H]2N(C(=CCS2)C(=O)O)C1=O)=NOCC1=CC=C(C=C1)CNC(=O)OC(C)(C)C (7-[2-(2-formamidothiazol-4-yl)-2-(4-tert-butoxycarbonylaminomethylbenzyloxyimino)acetamido]-3-cephem-4-carboxylic acid). Yield: 70.5%. Reaction SMILES: [CH:1]([NH:3][C:4]1[S:5][CH:6]=[C:7]([C:9](=[N:13][O:14][CH2:15][C:16]2[CH:21]=[CH:20][C:19]([CH2:22][NH:23][C:24]([O:26][C:27]([CH3:30])([CH3:29])[CH3:28])=[O:25])=[CH:18][CH:17]=2)[C:10](O)=[O:11])[N:8]=1)=[O:2].P(Cl)(Cl)(Cl)=O.[NH2:36][CH:37]1[C:47](=[O:48])[N:39]2[C:40]([C:44]([OH:46])=[O:45])=[CH:41][CH2:42][S:43][C@H:38]12.C[Si](CC(N)=O)(C)C>C(OCC)(=O)C.CN(C)C=O>[CH:1]([NH:3][C:4]1[S:5][CH:6]=[C:7]([C:9](=[N:13][O:14][CH2:15][C:16]2[CH:17]=[CH:18][C:19]([CH2:22][NH:23][C:24]([O:26][C:27]([CH3:29])([CH3:28])[CH3:30])=[O:25])=[CH:20][CH:21]=2)[C:10]([NH:36][CH:37]2[C:47](=[O:48])[N:39]3[C:40]([C:44]([OH:46])=[O:45])=[CH:41][CH2:42][S:43][C@H:38]23)=[O:11])[N:8]=1)=[O:2]. Procedure: 2-(2-Formamidothiazol-4-yl)-2-(4-tert-butoxycarbonylaminomethylbenzyloxyimino)acetic acid (syn isomer, 1.4 g.), N,N-dimethylformamide (0.29 g.), phosphoryl chloride (0.6 g.), 7-amino-3-cephem-4-carboxylic acid (0.65 g.), trimethylsilylacetamide (2.5 g.) and ethyl acetate (18 ml.) were treated in a similar manner to that of Example 11-(1) to give 7-[2-(2-formamidothiazol-4-yl)-2-(4-tert-butoxycarbonylaminomethylbenzyloxyimino)acetamido]-3-cephem-4-carboxylic acid (syn isomer, 1.4 g.). Starting materials: CCCC(=O)Nc1nn(COCC[Si](C)(C)C)c2cc(Br)c(Br)cc12, CCCC[N+](CCCC)(CCCC)CCCC, CCOC(C)=O, [F-], C1CCOC1. Product: CCCC(=O)Nc1n[nH]c2cc(Br)c(Br)cc12. RXN SMILES: [Br:19][c:20]1[cH:21][c:22]2[c:23]([NH:38][C:39]([CH2:40][CH2:41][CH3:42])=[O:43])[n:24][n:25]([CH2:30][O:31][CH2:32][CH2:33][Si:34]([CH3:35])([CH3:36])[CH3:37])[c:26]2[cH:27][c:28]1[Br:29].[CH3:2][CH2:3][CH2:4][CH2:5][N+:6]([CH2:7][CH2:8][CH2:9][CH3:10])([CH2:11][CH2:12][CH2:13][CH3:14])[CH2:15][CH2:16][CH2:17][CH3:18].[CH3:44][CH2:45][O:46][C:47](=[O:48])[CH3:49].[F-:1].[O:50]1[CH2:51][CH2:52][CH2:53][CH2:54]1>>[Br:19][c:20]1[cH:21][c:22]2[c:23]([NH:38][C:39]([CH2:40][CH2:41][CH3:42])=[O:43])[n:24][nH:25][c:26]2[cH:27][c:28]1[Br:29]. Starting materials: C1(=CC=C(C=C1)S(=O)(=O)Cl)C (p-Toluenesulfonyl chloride), OCC1CCC(O1)=O ((±)-dihydro-5-hydroxymethyl-2(3H)-furanone), N1=CC=CC=C1 (pyridine). Run in C(Cl)Cl (methylene chloride). Run at time 8 hour. Product: C1(=CC=C(C=C1)S(=O)(=O)OCC1CCC(O1)=O)C ((±)-dihydro-5-(p-toluenesulfonyloxymethyl)-2(3H)-furanone). Isolated yield 76.1%. Reaction SMILES: [C:1]1([CH3:11])[CH:6]=[CH:5][C:4]([S:7](Cl)(=[O:9])=[O:8])=[CH:3][CH:2]=1.[OH:12][CH2:13][CH:14]1[O:18][C:17](=[O:19])[CH2:16][CH2:15]1.N1C=CC=CC=1>C(Cl)Cl>[C:1]1([CH3:11])[CH:6]=[CH:5][C:4]([S:7]([O:12][CH2:13][CH:14]2[O:18][C:17](=[O:19])[CH2:16][CH2:15]2)(=[O:9])=[O:8])=[CH:3][CH:2]=1. Procedure: p-Toluenesulfonyl chloride (23.65 g, 124.03 mmol) was added portion wise to a solution of (±)-dihydro-5-hydroxymethyl-2(3H)-furanone (example 56) (11.07 g, 95.43 mmol) and pyridine (15.4 mL, 190.86 mmol) in methylene chloride (300 mL) at 0° C. The solution was allowed to warm to rt and stirred overnight. The solution was then washed with water (2×100 mL), 0.5 n HCl until the washings were acidic and finally with saturated NaHCO3. After drying and concentrating, the residue was triturated with to... The reactants are C, OCC1CCC2(CCC=CCC2)C1, [H][H], C1CCOC1, [Pd]. Yields the product OCC1CCC2(CCCCCC2)C1. Reaction SMILES: [C:21].[CH2:1]1[CH:2]([CH2:12][OH:13])[CH2:3][CH2:4][C:5]12[CH2:6][CH2:7][CH:8]=[CH:9][CH2:10][CH2:11]2.[H:14][H:15].[O:16]1[CH2:17][CH2:18][CH2:19][CH2:20]1.[Pd:22]>>[CH2:1]1[CH:2]([CH2:12][OH:13])[CH2:3][CH2:4][C:5]12[CH2:6][CH2:7][CH2:8][CH2:9][CH2:10][CH2:11]2. Starting materials: C(CCC)NC([C@@H](C[C@H]1[C@@H](N(C(O1)(C)C)C(=O)OC(C)(C)C)C[C@@H](CCO[Si](C(C)C)(C(C)C)C(C)C)C)C)=O (3-[N-tert-butoxycarbonyl-4(S)-[4-triisopropylsilyloxy-2(S)-methylbutyl]-2,2-dimethyl-1,3-oxazolidin-5(S)-yl]-2(R)-methyl-propionic acid (N-butyl)amide), [F-].C(CCC)[N+](CCCC)(CCCC)CCCC (tetrabutylammonium fluoride). Solvent: O1CCCC1 (tetrahydrofuran), O1CCCC1 (tetrahydrofuran). Product: C(CCC)NC([C@@H](C[C@H]1[C@@H](N(C(O1)(C)C)C(=O)OC(C)(C)C)C[C@@H](CCO)C)C)=O (3-[N-Tert-butoxycarbonyl-4(S)-[4-hydroxy-2(S)-methylbutyl]-2,2-dimethyl-1,3-oxazolidin-5(S)-yl]-2(R)-methyl-propionic acid (N-butyl)amide). As a reaction SMILES: [CH2:1]([NH:5][C:6](=[O:40])[C@H:7]([CH3:39])[CH2:8][C@@H:9]1[O:13][C:12]([CH3:15])([CH3:14])[N:11]([C:16]([O:18][C:19]([CH3:22])([CH3:21])[CH3:20])=[O:17])[C@H:10]1[CH2:23][C@H:24]([CH3:38])[CH2:25][CH2:26][O:27][Si](C(C)C)(C(C)C)C(C)C)[CH2:2][CH2:3][CH3:4].[F-].C([N+](CCCC)(CCCC)CCCC)CCC>O1CCCC1>[CH2:1]([NH:5][C:6](=[O:40])[C@H:7]([CH3:39])[CH2:8][C@@H:9]1[O:13][C:12]([CH3:15])([CH3:14])[N:11]([C:16]([O:18][C:19]([CH3:20])([CH3:21])[CH3:22])=[O:17])[C@H:10]1[CH2:23][C@H:24]([CH3:38])[CH2:25][CH2:26][OH:27])[CH2:2][CH2:3][CH3:4] |f:1.2|. Procedure: 475 mg of 3-[N-tert-butoxycarbonyl-4(S)-[4-triisopropylsilyloxy-2(S)-methylbutyl]-2,2-dimethyl-1,3-oxazolidin-5(S)-yl]-2(R)-methyl-propionic acid (N-butyl)amide, dissolved in 12 ml of tetrahydrofuran, are stirred together with 1.63 ml of a 1M tetrabutylammonium fluoride solution in tetrahydrofuran at room temperature for 3 h. The organic phase is washed with saturated sodium chloride solution, added over sodium sulfate and concentrated. The crude product is purified by FC over 50 g of silica gel...